This data is from the Open Reaction Database (ORD), a public repository of structured organic reaction records. The task is: describe an organic reaction: reactants, conditions, products, and yield Starting materials: OC=1C(=CC2=C(C(=CC(O2)=O)C(C)C)C1)OC (6-hydroxy-7-methoxy-4-(1-methylethyl)-2H-1-benzopyran-2-one), ClCCCN1CCN(CC1)C1=CC=CC=C1 (1-(3-chloropropyl)-4-phenylpiperazine), C([O-])([O-])=O.[K+].[K+] (potassium carbonate), [I-].[K+] (potassium iodide). The solvent is CN(C)C=O (DMF). The product is COC1=CC2=C(C(=CC(O2)=O)C(C)C)C=C1OCCCN1CCN(CC1)C1=CC=CC=C1 (7-methoxy-4-(1-methylethyl)-6-[3-(4-phenyl-1-piperazinyl)propoxy]-2H-1-benzopyran-2-one). Yield: 88.0%. As a reaction SMILES: [OH:1][C:2]1[C:3]([O:16][CH3:17])=[CH:4][C:5]2[O:10][C:9](=[O:11])[CH:8]=[C:7]([CH:12]([CH3:14])[CH3:13])[C:6]=2[CH:15]=1.Cl[CH2:19][CH2:20][CH2:21][N:22]1[CH2:27][CH2:26][N:25]([C:28]2[CH:33]=[CH:32][CH:31]=[CH:30][CH:29]=2)[CH2:24][CH2:23]1.C(=O)([O-])[O-].[K+].[K+].[I-].[K+]>CN(C=O)C>[CH3:17][O:16][C:3]1[C:2]([O:1][CH2:19][CH2:20][CH2:21][N:22]2[CH2:27][CH2:26][N:25]([C:28]3[CH:33]=[CH:32][CH:31]=[CH:30][CH:29]=3)[CH2:24][CH2:23]2)=[CH:15][C:6]2[C:7]([CH:12]([CH3:13])[CH3:14])=[CH:8][C:9](=[O:11])[O:10][C:5]=2[CH:4]=1 |f:2.3.4,5.6|. Procedure: 4.0 g (17 mmol) 6-hydroxy-7-methoxy-4-(1-methylethyl)-2H-1-benzopyran-2-one (example 105), 4.7 g (20.5 mmol) 1-(3-chloropropyl)-4-phenylpiperazine, 4.7 g (34 mmol) potassium carbonate and 1.0 g potassium iodide are agitated in 300 ml DMF for 44 h under nitrogen at 60° C. After filtration and removal of the solvent in vacuum, the residue is taken up in chloroform and washed with dilute sodium hydroxide solution and with water, dried over sodium sulfate and then evaporated again. Yield 5.5 g (74%)... Reactants: CC(=O)c1cc(N)cc(NS(C)(=O)=O)c1, CC(=O)O, [Cl-], Cl, O=N[O-], [Na+], O, O=S(=O)(O)O. Product: CC(=O)c1cc(Cl)cc(NS(C)(=O)=O)c1. Reaction SMILES: [C:10]([CH3:11])(=[O:12])[c:13]1[cH:14][c:15]([NH:20][S:21](=[O:22])(=[O:23])[CH3:24])[cH:16][c:17]([NH2:19])[cH:18]1.[CH3:26][C:27](=[O:28])[OH:29].[Cl-:25].[ClH:30].[N:1]([O-:2])=[O:3].[Na+:4].[OH2:31].[S:5](=[O:6])(=[O:7])([OH:8])[OH:9]>>[C:10]([CH3:11])(=[O:12])[c:13]1[cH:14][c:15]([NH:20][S:21](=[O:22])(=[O:23])[CH3:24])[cH:16][c:17]([Cl:25])[cH:18]1. Reactants: Cl.C(CCCC)C1=CC=C(C(=N)N)C=C1 (p-n-pentylbenzamidine hydrochloride), C(C)OC(=O)C=1C(=NC(=NC1)C1=CC=C(C=C1)CCCCC)O (2-(p-n-pentylphenyl)-4-hydroxy-5-pyrimidinecarboxylic acid ethyl ester), P(=O)(Cl)(Cl)Cl (phosphorus oxychloride), C(C)OC(C(C(=O)OCC)=COCC)=O (ethoxymethylenemalonic acid diethyl ester), CC[O-].[Na+] (sodium ethylate). Solvent: C(C)O (ethanol). Yields the product C(C)OC(=O)C=1C=NC(=NC1)C1=CC=C(C=C1)CCCCC (2-(p-n-pentylphenyl)-5-pyrimidinecarboxylic acid ethyl ester). Reaction SMILES: Cl.C(C1C=CC(C(N)=N)=CC=1)CCCC.C(OC(=O)C(=COCC)C(OCC)=O)C.CC[O-].[Na+].[CH2:35]([O:37][C:38]([C:40]1[C:41](O)=[N:42][C:43]([C:46]2[CH:51]=[CH:50][C:49]([CH2:52][CH2:53][CH2:54][CH2:55][CH3:56])=[CH:48][CH:47]=2)=[N:44][CH:45]=1)=[O:39])[CH3:36].P(Cl)(Cl)(Cl)=O>C(O)C>[CH2:35]([O:37][C:38]([C:40]1[CH:45]=[N:44][C:43]([C:46]2[CH:47]=[CH:48][C:49]([CH2:52][CH2:53][CH2:54][CH2:55][CH3:56])=[CH:50][CH:51]=2)=[N:42][CH:41]=1)=[O:39])[CH3:36] |f:0.1,3.4|. Procedure details: The starting material can be obtained according to the data by A. R. Todd and F. Bergel, J. Chem. Soc, 1937, 366 from p-n-pentylbenzamidine hydrochloride and ethoxymethylenemalonic acid diethyl ester with sodium ethylate in ethanol and subsequent treatment of the resulting 2-(p-n-pentylphenyl)-4-hydroxy-5-pyrimidinecarboxylic acid ethyl ester (melting point 193.9°-194.4°) with phosphorus oxychloride, m.p. 58.5°-59.2°. The reactants are NC=1C=CC2=C(NC(CO2)=O)C1 (6-amino-4H-benzo[1,4]oxazin-3-one), FC1=CC=C(CC2CCN(CC2)C(C(=O)O)=O)C=C1 ([4-(4-fluoro-benzyl)-piperidin-1-yl]-oxo-acetic acid). Solvent: C(C)OCC (diethylether). The product is FC1=CC=C(CC2CCN(CC2)C(C(=O)NC=2C=CC3=C(NC(CO3)=O)C2)=O)C=C1 (2-[4-(4-Fluoro-benzyl)-piperidin-1-yl]-2-oxo-N-(3-oxo-3,4-dihydro-2H-benzo[1,4]oxazin-6-yl)-acetamide). Reaction SMILES: [NH2:1][C:2]1[CH:3]=[CH:4][C:5]2[O:10][CH2:9][C:8](=[O:11])[NH:7][C:6]=2[CH:12]=1.[F:13][C:14]1[CH:31]=[CH:30][C:17]([CH2:18][CH:19]2[CH2:24][CH2:23][N:22]([C:25](=[O:29])[C:26](O)=[O:27])[CH2:21][CH2:20]2)=[CH:16][CH:15]=1>C(OCC)C>[F:13][C:14]1[CH:31]=[CH:30][C:17]([CH2:18][CH:19]2[CH2:20][CH2:21][N:22]([C:25](=[O:29])[C:26]([NH:1][C:2]3[CH:3]=[CH:4][C:5]4[O:10][CH2:9][C:8](=[O:11])[NH:7][C:6]=4[CH:12]=3)=[O:27])[CH2:23][CH2:24]2)=[CH:16][CH:15]=1. Procedure details: The title compound is prepared from 6-amino-4H-benzo[1,4]oxazin-3-one [Indian J. Chem. Sect. B, 24, 1263. (1985)] and [4-(4-fluoro-benzyl)-piperidin-1-yl]-oxo-acetic acid (Example 1b) according to the method described in Example 2. Melting Point: 197-200° C. (diethylether) Starting materials: O[C@H]1CO[C@H]2[C@@H]1N(C[C@@H]2C)C(=O)OCC2=CC=CC=C2 ((3R,3aR,6S,6aR)-Benzyl 3-hydroxy-6-methyltetrahydro-2H-furo[3,2-b]pyrrole-4(5H)-carboxylate), [H][H] (hydrogen). The reagents and catalysts are [Pd] (palladium on charcoal). The solvent is CO (Methanol). Run at time 1 hour. The product is C[C@@H]1[C@@H]2[C@H](NC1)[C@H](CO2)O ((3R,3aR,6S,6aR)-6-methylhexahydro-2H-furo[3,2-b]pyrrol-3-ol). Reaction SMILES: [OH:1][C@@H:2]1[C@H:6]2[N:7](C(OCC3C=CC=CC=3)=O)[CH2:8][C@H:9]([CH3:10])[C@H:5]2[O:4][CH2:3]1.[H][H]>[Pd].CO>[CH3:10][C@H:9]1[CH2:8][NH:7][C@@H:6]2[C@@H:2]([OH:1])[CH2:3][O:4][C@H:5]12. Procedure: Methanol (2.0 mL) was added dropwise to a mixture of 10% palladium on charcoal (20 mg) and bicyclic alcohol (110) (45 mg, 0.162 mmol) under an atmosphere of argon. The argon was replaced by hydrogen then the suspension was stirred for 1 hour then filtered through celite in vacuo. The filter cake was washed with ethanol (10 mL) then the solvents removed in vacuo from the filtrate. The residue was azeotroped with diethyl ether (3×3 mL) to obtain the crude (3R,3aR,6S,6aR)-6-methylhexahydro-2H-furo[... Starting materials: BrC1=C(C=CC(=C1)Cl)Cl (1-bromo-2,5-dichlorobenzene), ClCC(=O)[O-].[Na+] (sodium monochloroacetate), [OH-].[K+] (potassium hydroxide), C(CS)(=O)O (thioglycolic acid). Solvent: CN1C(CCC1)=O (N-methyl-2-pyrrolidone). Conditions: time 2 hour. Yields the product ClC1=C(C=C(C=C1)Cl)C(C(=O)O)S (2,5-dichlorophenylthioglycolic acid). The yield is 71.7%. Reaction SMILES: Br[C:2]1[CH:7]=[C:6]([Cl:8])[CH:5]=[CH:4][C:3]=1[Cl:9].[OH-].[K+].[C:12]([OH:16])(=[O:15])[CH2:13][SH:14].ClCC([O-])=O.[Na+]>CN1CCCC1=O>[Cl:9][C:3]1[CH:4]=[CH:5][C:6]([Cl:8])=[CH:7][C:2]=1[CH:13]([SH:14])[C:12]([OH:16])=[O:15] |f:1.2,4.5|. Reported procedure: Using the same procedure as in Example 8, 45.2 g (0.2 mol) of 1-bromo-2,5-dichlorobenzene, 23.7 g (0.4 mol) of 95% potassium hydroxide, 18.4 g (0.2 mol) of thioglycolic acid and 320 g of N-methyl-2-pyrrolidone were added, followed by stirring at 140° to 150° C. for 2 hours. Then, 30.4 g (0.26 mol) of sodium monochloroacetate was added to the reaction solution, followed by stirring at 90° C. for 1 hour. After distilling off the solvent, 300 g of water and 50 g of toluene were added for layer sepa... Reactants: O=S(=O)(Cl)c1ccc(-c2ccc(Cl)s2)s1, Cl, NC1CCN(Cc2ccc3ccnc(Cl)c3c2)C1=O. Yields the product O=C1C(NS(=O)(=O)c2ccc(-c3ccc(Cl)s3)s2)CCN1Cc1ccc2ccnc(Cl)c2c1. RXN SMILES: [Cl:1][c:2]1[cH:3][cH:4][c:5](-[c:7]2[s:8][c:9]([S:12](=[O:13])(=[O:14])[Cl:15])[cH:10][cH:11]2)[s:6]1.[ClH:16].[NH2:17][CH:18]1[C:19](=[O:35])[N:20]([CH2:23][c:24]2[cH:25][cH:26][c:27]3[cH:28][cH:29][n:30][c:31]([Cl:34])[c:32]3[cH:33]2)[CH2:21][CH2:22]1>>[Cl:1][c:2]1[cH:3][cH:4][c:5](-[c:7]2[s:8][c:9]([S:12](=[O:13])(=[O:14])[NH:17][CH:18]3[C:19](=[O:35])[N:20]([CH2:23][c:24]4[cH:25][cH:26][c:27]5[cH:28][cH:29][n:30][c:31]([Cl:34])[c:32]5[cH:33]4)[CH2:21][CH2:22]3)[cH:10][cH:11]2)[s:6]1. The reactants are S(=O)(=O)(O)CCN=C=S.[Na] (sodium sulfoethylisothiocyanate), CO (methyl alcohol), C(C)(=O)N(N)C (1-acetyl-1-methylhydrazine). Solvent: O (water). Yields the product C(C)(=O)N(NC(=S)NCCS(=O)(=O)O)C.[Na] (Sodium 1-acetyl-1-methyl-4-sulfoethylthiosemicarbazide). Isolated yield 66.0%. Reaction SMILES: [S:1]([CH2:5][CH2:6][N:7]=[C:8]=[S:9])([OH:4])(=[O:3])=[O:2].[Na:10].CO.[C:13]([N:16]([CH3:18])[NH2:17])(=[O:15])[CH3:14]>O>[C:13]([N:16]([CH3:18])[NH:17][C:8]([NH:7][CH2:6][CH2:5][S:1]([OH:4])(=[O:3])=[O:2])=[S:9])(=[O:15])[CH3:14].[Na:10] |f:0.1,5.6,^1:9,34|. Procedure details: 175.3 g of sodium sulfoethylisothiocyanate was added to a solution obtained by adding 600 ml of methyl alcohol and 300 ml of water to 114.2 g of 1-acetyl-1-methylhydrazine. The system was then heated under reflux for 4 hours. After the reaction, the reaction solution was dried under reduced pressure. The resulting solid matter was then recrystallized from 1 l of methyl alcohol to obtain 169.4 g (yield: 66.0%) of the desired compound. m.p. 255°-256° C. Reaction SMILES: [CH3:1][C:2]1[C:7]([CH3:8])=[CH:6][CH:5]=[CH:4][C:3]=1[O:9][CH3:10].[Br:11]N1C(=O)CCC1=O>C(Cl)(Cl)(Cl)Cl>[CH3:10][O:9][C:3]1[CH:4]=[CH:5][CH:6]=[C:7]([CH3:8])[C:2]=1[CH2:1][Br:11]. Solvent: C(Cl)(Cl)(Cl)Cl (carbon tetrachloride). Reported procedure: 0.50 g (3.68 mmol) of 2,3-dimethylanisole was dissolve in 10 ml of carbon tetrachloride. The resultant solution was then added with 0.72 g (4.04 mmol) of N-bromosuccinimide, and the obtained solution was subjected to irradiation of light (Infrared lamp 375WR manufactured by Toshiba) for 45 min. at the reflux temperature. The solution was then cooled down, and the temperature thereof was maintained at a room temperature to cause the precipitation. The precipitated succinimide was separated by fil... The product is crude product, COC1=C(CBr)C(=CC=C1)C (2-methoxy-6-methylbenzyl bromide). Reactants: CC1=C(C=CC=C1C)OC (2,3-dimethylanisole), resultant solution, BrN1C(CCC1=O)=O (N-bromosuccinimide).